Dataset: the Open Reaction Database (ORD), a public repository of structured organic reaction records. Task: describe an organic reaction: reactants, conditions, products, and yield Starting materials: COC(=O)c1[nH]c2cc(Cl)cc3c2c1C(CC(=O)O)CC3, COC(=O)c1[nH]c2cc(Cl)cc3c2c1C(CC(=O)Nc1ccc(CNC(=O)OC(C)(C)C)cc1OC(C)C(=O)N1CCOCC1)CC3, CC(Oc1cc(CN)ccc1NC(=O)CC1CCc2cc(Cl)cc3[nH]c(C(=O)O)c1c23)C(=O)O, Cl, CCCCOC(=O)NCc1ccc(N)c(OC(C)C(=O)N2CCOCC2)c1. The product is CC(Oc1cc(CN)ccc1NC(=O)CC1CCc2cc(Cl)cc3[nH]c(C(=O)O)c1c23)C(=O)O, Cl. Reaction SMILES: [Cl:1][c:2]1[cH:3][c:4]2[c:21]3[c:12]([c:13]([C:14]([O:15][CH3:16])=[O:17])[nH:18][c:19]3[cH:20]1)[CH:7]([CH2:8][C:9]([OH:10])=[O:11])[CH2:6][CH2:5]2.[Cl:49][c:50]1[cH:51][c:52]2[c:95]3[c:86]([c:87]([C:88]([O:89][CH3:90])=[O:91])[nH:92][c:93]3[cH:94]1)[CH:55]([CH2:56][C:57]([NH:58][c:59]1[cH:60][cH:61][c:62]([CH2:63][NH:64][C:65]([O:66][C:67]([CH3:68])([CH3:69])[CH3:70])=[O:71])[cH:72][c:73]1[O:74][CH:75]([C:76]([N:77]1[CH2:78][CH2:79][O:80][CH2:81][CH2:82]1)=[O:83])[CH3:84])=[O:85])[CH2:54][CH2:53]2.[Cl:97][c:98]1[cH:99][c:100]2[c:101]3[c:102]([c:103]([C:107](=[O:108])[OH:109])[nH:104][c:105]3[cH:106]1)[CH:110]([CH2:113][C:114](=[O:115])[NH:116][c:117]1[c:118]([O:125][CH:126]([CH3:127])[C:128](=[O:129])[OH:130])[cH:119][c:120]([CH2:123][NH2:124])[cH:121][cH:122]1)[CH2:111][CH2:112]2.[ClH:96].[O:22]1[CH2:23][CH2:24][N:25]([C:26]([CH:27]([O:28][c:29]2[cH:30][c:31]([CH2:32][NH:33][C:34]([O:35][CH2:36][CH2:37][CH2:38][CH3:39])=[O:40])[cH:41][cH:42][c:43]2[NH2:44])[CH3:45])=[O:46])[CH2:47][CH2:48]1>>[Cl:97][c:98]1[cH:99][c:100]2[c:101]3[c:102]([c:103]([C:107](=[O:108])[OH:109])[nH:104][c:105]3[cH:106]1)[CH:110]([CH2:113][C:114](=[O:115])[NH:116][c:117]1[c:118]([O:125][CH:126]([CH3:127])[C:128](=[O:129])[OH:130])[cH:119][c:120]([CH2:123][NH2:124])[cH:121][cH:122]1)[CH2:111][CH2:112]2.[ClH:1].